From a dataset of the Open Reaction Database (ORD), a public repository of structured organic reaction records. describe an organic reaction: reactants, conditions, products, and yield The reactants are ClC1=CC=C(NC)C=C1 (p-Chloro-N-methylaniline), BrC(C(=O)OCC)C(=O)OCC (diethyl bromomalonate). Solvent: C1=CC=CC=C1 (benzene). Product: ClC1=CC=C(N(C)C(C(=O)OCC)C(=O)OCC)C=C1 (diethyl p-chloro-N-methylanilinomalonate). The yield is 32.8%. RXN SMILES: [Cl:1][C:2]1[CH:9]=[CH:8][C:5]([NH:6][CH3:7])=[CH:4][CH:3]=1.Br[CH:11]([C:17]([O:19][CH2:20][CH3:21])=[O:18])[C:12]([O:14][CH2:15][CH3:16])=[O:13]>C1C=CC=CC=1>[Cl:1][C:2]1[CH:9]=[CH:8][C:5]([N:6]([CH:11]([C:12]([O:14][CH2:15][CH3:16])=[O:13])[C:17]([O:19][CH2:20][CH3:21])=[O:18])[CH3:7])=[CH:4][CH:3]=1. Procedure: p-Chloro-N-methylaniline (10.1 g), diethyl bromomalonate (8.5 g) and dry benzene (60 ml) were mixed, and heated under reflux for 7 hours with stirring. The reaction mixture was washed, dried and concentrated by the same procedure as in Example 2, (1). The residue was chromatographed on a silica gel column using benzene/hexane (1:1) as an eluent to give 3.5 g (yield 33%) of diethyl p-chloro-N-methylanilinomalonate having the following NMR data. Reactants: CC(C)=O, COc1ccc(C(C)C)cc1C=O, [O-][Cl+][O-], NS(=O)(=O)O, [Na+], O. Product: COc1ccc(C(C)C)cc1C(=O)O. Reaction SMILES: [CH3:23][C:24](=[O:25])[CH3:26].[CH:1]([CH3:2])([CH3:3])[c:4]1[cH:5][cH:6][c:7]([O:12][CH3:13])[c:8]([CH:9]=[O:10])[cH:11]1.[Cl+:19]([O-:20])[O-:21].[NH2:14][S:15]([OH:16])(=[O:17])=[O:18].[Na+:22].[OH2:27]>>[CH:1]([CH3:2])([CH3:3])[c:4]1[cH:5][cH:6][c:7]([O:12][CH3:13])[c:8]([C:9](=[O:10])[OH:16])[cH:11]1. The reactants are C(C1=CC=CC=C1)O[C@@H]1[C@H](C(OC)O[C@@H]1CC#N)OS(=O)(=O)C(F)(F)F (methyl 3-O-benzyl-5-cyano-5-deoxy-2-O-trifluoromethanesulphonyl-D-xylofuranoside), B.CSC (borane dimethyl sulphide), CO (Methanol). Run in C1CCCCC1 (cyclohexane). Conditions: time 8 hour. Yields the product C(C1=CC=CC=C1)O[C@@H]1[C@H]2C(OC)O[C@@H]1CCN2 (methyl 3-O-benzyl-2,6-imino-2,5,6-trideoxy-D-lyxohexofuranoside). The yield is 95.9%. As a reaction SMILES: [CH2:1]([O:8][C@H:9]1[C@@H:15]([CH2:16][C:17]#[N:18])[O:14][CH:11]([O:12][CH3:13])[C@@H:10]1OS(C(F)(F)F)(=O)=O)[C:2]1[CH:7]=[CH:6][CH:5]=[CH:4][CH:3]=1.B.CSC.CO>C1CCCCC1>[CH2:1]([O:8][C@H:9]1[C@H:15]2[CH2:16][CH2:17][NH:18][C@@H:10]1[CH:11]([O:14]2)[O:12][CH3:13])[C:2]1[CH:7]=[CH:6][CH:5]=[CH:4][CH:3]=1 |f:1.2|. Procedure details: A 1:2 mixture of the α and β anomers of methyl 3-O-benzyl-5-cyano-5-deoxy-2-O-trifluoromethanesulphonyl-D-xylofuranoside (21αβ) (2.51 g, 6.36 mmol) dissolved in cyclohexane (200 ml) at 40° C. was treated with borane-dimethyl sulphide complex (10M in THF, 955 μl, 9.55 mmol) then stirred at room temperature overnight. Methanol (1 ml) was added, and the solvents evaporated then replaced with a 1:1 mixture of methanol and pyridine (50 ml). This was stirred with potassium carbonate (5 g) at room temp... Reactants: O1C(OCC1)(C(=O)OCC)C(=O)OCC (Diethyl 1,3-Dioxolane-2,2-Dicarboxylate), [OH-].[Na+] (sodium hydroxide). Run in CO (methanol), CO (methanol). Reaction conditions: time 8 hour. Product: O1C(OCC1)(C(=O)[O-])C(=O)[O-].[Na+].[Na+] (Disodium 1,3-Dioxolane-2,2-Dicarboxylate). The yield is 96.1%. As a reaction SMILES: [O:1]1[CH2:5][CH2:4][O:3][C:2]1([C:11]([O:13]CC)=[O:12])[C:6]([O:8]CC)=[O:7].[OH-].[Na+:17]>CO>[O:1]1[CH2:5][CH2:4][O:3][C:2]1([C:6]([O-:8])=[O:7])[C:11]([O-:13])=[O:12].[Na+:17].[Na+:17] |f:1.2,4.5.6|. Reported procedure: A solution of 11.0 g (0.05 mol) of diethyl 1,3-dioxolane-2,2-dicarboxylate of Example 1 in 50 ml methanol was slowly added to a solution of 8.8 g of 50% aqueous sodium hydroxide (0.11 mol) in 100 ml. methanol. After stirring overnight the mixture was filtered and the salt washed twice with methanol, twice with ether and vacuum dried at 80° yielding 9.9 g (95%) of the title compound as a white solid. The reactants are [BH4-], CO, COC(=O)CCc1ccc(OCc2cccc(-c3cccc(C=O)c3)c2)cc1, Cl, [Na+], C1CCOC1. RXN SMILES: [BH4-:29].[CH3:32][OH:33].[CH:1](=[O:2])[c:3]1[cH:4][c:5](-[c:9]2[cH:10][c:11]([CH2:15][O:16][c:17]3[cH:18][cH:19][c:20]([CH2:23][CH2:24][C:25](=[O:26])[O:27][CH3:28])[cH:21][cH:22]3)[cH:12][cH:13][cH:14]2)[cH:6][cH:7][cH:8]1.[ClH:31].[Na+:30].[O:34]1[CH2:35][CH2:36][CH2:37][CH2:38]1>>[CH2:1]([OH:2])[c:3]1[cH:4][c:5](-[c:9]2[cH:10][c:11]([CH2:15][O:16][c:17]3[cH:18][cH:19][c:20]([CH2:23][CH2:24][C:25](=[O:26])[O:27][CH3:28])[cH:21][cH:22]3)[cH:12][cH:13][cH:14]2)[cH:6][cH:7][cH:8]1. Yields the product COC(=O)CCc1ccc(OCc2cccc(-c3cccc(CO)c3)c2)cc1. The reactants are CC(C)CBr, O=C([O-])[O-], CC#N, OC1(c2cc(F)cc(F)c2)CCNC1, [K+], [K+], [Na+], [Na+], O=C([O-])[O-]. Yields the product CC(C)CN1CCC(O)(c2cc(F)cc(F)c2)C1. RXN SMILES: [Br:21][CH2:22][CH:23]([CH3:24])[CH3:25].[C:15](=[O:16])([O-:17])[O-:18].[CH3:32][C:33]#[N:34].[F:1][c:2]1[cH:3][c:4]([C:9]2([OH:14])[CH2:10][NH:11][CH2:12][CH2:13]2)[cH:5][c:6]([F:8])[cH:7]1.[K+:19].[K+:20].[Na+:26].[Na+:27].[O-:28][C:29](=[O:30])[O-:31]>>[F:1][c:2]1[cH:3][c:4]([C:9]2([OH:14])[CH2:10][N:11]([CH2:22][CH:23]([CH3:24])[CH3:25])[CH2:12][CH2:13]2)[cH:5][c:6]([F:8])[cH:7]1. Reactants: S(O)(O)(=O)=O (sulphuric acid), CC1=C(C(CCC1)(C)C)/C=C/C(=C/C=C/C(=C/C=C/C=C(\C)/C=C/C=C(\C)/C=O)/C)/C (β-apo-8'-carotenal), C[O-].[Na+] (sodium methylate), CC1=C(C(CCC1)(C)C)/C=C/C(=C/C=C/C(=C/C=C/C=C(\C)/C=C/C=C(\C)/C=O)/C)/C (β-apo-8'-carotenal), acetal, [OH-].[Na+] (sodium hydroxide). Run in C(C)(C)O (isopropanol). Run at temperature 70 celsius. Product: CC1=C(C(CCC1)(C)C)/C=C/C(=C/C=C/C(=C/C=C/C=C(\C)/C=C/C=C(\C)/C=C/C=C(\C)/C=O)/C)/C (β-apo-4'-carotenal). Reaction SMILES: [CH3:1][C:2]1[CH2:7][CH2:6][CH2:5][C:4]([CH3:9])([CH3:8])[C:3]=1/[CH:10]=[CH:11]/[C:12](/[CH3:31])=[CH:13]/[CH:14]=[CH:15]/[C:16](/[CH3:30])=[CH:17]/[CH:18]=[CH:19]/[CH:20]=[C:21](/[CH:23]=[CH:24]/[CH:25]=[C:26](/[CH:28]=O)\[CH3:27])\[CH3:22].[CH3:32][O-:33].[Na+].S(=O)(=O)(O)O.[OH-].[Na+]>C(O)(C)C>[CH3:1][C:2]1[CH2:7][CH2:6][CH2:5][C:4]([CH3:9])([CH3:8])[C:3]=1/[CH:10]=[CH:11]/[C:12](/[CH3:31])=[CH:13]/[CH:14]=[CH:15]/[C:16](/[CH3:30])=[CH:17]/[CH:18]=[CH:19]/[CH:20]=[C:21](/[CH:23]=[CH:24]/[CH:25]=[C:26](/[CH:28]=[CH:1]/[CH:2]=[C:3](/[CH:32]=[O:33])\[CH3:4])\[CH3:27])\[CH3:22] |f:1.2,4.5|. Procedure: For the performance of the Wittig reaction, 75 g (0.18 mol) of β-apo-8'-carotenal were placed in a 2.5 l sulphonation flask equipped with a stirrer, condenser, thermometer, automatic dosage device (Dosimat) and argon gasification. The β-apo-8'-carotenal was then suspended in 900 ml of dry isopropanol and the resulting red, not very thick suspension was heated to 70° C. The freshly prepared alkaline acetal solution from the previously process step was then added and rinsed in with 100 ml of dry i...